Dataset: the Open Reaction Database (ORD), a public repository of structured organic reaction records. Task: describe an organic reaction: reactants, conditions, products, and yield Starting materials: O=C([O-])[O-], C1COCCO1, CN(C)c1ccccc1-c1ccccc1P(C1CCCCC1)C1CCCCC1, CCOC(=O)C=Cc1cnc(Cl)cn1, [Cs+], [Cs+], NC1CCC(=O)N(OCc2ccccc2)C1, CC(=O)[O-], CC(=O)[O-], [Pd+2]. Yields the product CCOC(=O)C=Cc1cnc(NC2CCC(=O)N(OCc3ccccc3)C2)cn1. RXN SMILES: [C:59](=[O:60])([O-:61])[O-:62].[CH2:65]1[O:66][CH2:67][CH2:68][O:69][CH2:70]1.[CH:31]1([P:32]([CH:33]2[CH2:34][CH2:35][CH2:36][CH2:37][CH2:38]2)[c:39]2[cH:40][cH:41][cH:42][cH:43][c:44]2-[c:45]2[cH:46][cH:47][cH:48][cH:49][c:50]2[N:51]([CH3:52])[CH3:53])[CH2:54][CH2:55][CH2:56][CH2:57][CH2:58]1.[Cl:1][c:2]1[n:3][cH:4][c:5]([CH:8]=[CH:9][C:10](=[O:11])[O:12][CH2:13][CH3:14])[n:6][cH:7]1.[Cs+:63].[Cs+:64].[NH2:15][CH:16]1[CH2:17][CH2:18][C:19](=[O:30])[N:20]([O:22][CH2:23][c:24]2[cH:25][cH:26][cH:27][cH:28][cH:29]2)[CH2:21]1.[O-:72][C:73]([CH3:74])=[O:75].[O-:76][C:77]([CH3:78])=[O:79].[Pd+2:71]>>[c:2]1([NH:15][CH:16]2[CH2:17][CH2:18][C:19](=[O:30])[N:20]([O:22][CH2:23][c:24]3[cH:25][cH:26][cH:27][cH:28][cH:29]3)[CH2:21]2)[n:3][cH:4][c:5]([CH:8]=[CH:9][C:10](=[O:11])[O:12][CH2:13][CH3:14])[n:6][cH:7]1. Reactants: ClC(C)OCC (ethyl 1-chloroethyl ether), C(CCCCCCCCCCCCCCC)NC1=CC=C(C(=O)[O-])C=C1.[Na+] (sodium 4-(hexadecylamino)benzoate), CN(P(=O)(N(C)C)N(C)C)C (hexamethylphosphoramide). Solvent: O (water). Conditions: time 3 hour. Yields the product C(CCCCCCCCCCCCCCC)NC1=CC=C(C(=O)OC(C)OCC)C=C1 (1-Ethoxyethyl 4-(hexadecylamino)benzoate). RXN SMILES: Cl[CH:2]([O:4][CH2:5][CH3:6])[CH3:3].[CH2:7]([NH:23][C:24]1[CH:32]=[CH:31][C:27]([C:28]([O-:30])=[O:29])=[CH:26][CH:25]=1)[CH2:8][CH2:9][CH2:10][CH2:11][CH2:12][CH2:13][CH2:14][CH2:15][CH2:16][CH2:17][CH2:18][CH2:19][CH2:20][CH2:21][CH3:22].[Na+].CN(C)P(N(C)C)(N(C)C)=O>O>[CH2:7]([NH:23][C:24]1[CH:25]=[CH:26][C:27]([C:28]([O:30][CH:2]([O:4][CH2:5][CH3:6])[CH3:3])=[O:29])=[CH:31][CH:32]=1)[CH2:8][CH2:9][CH2:10][CH2:11][CH2:12][CH2:13][CH2:14][CH2:15][CH2:16][CH2:17][CH2:18][CH2:19][CH2:20][CH2:21][CH3:22] |f:1.2|. Reported procedure: A mixture of 22.0 g. of ethyl 1-chloroethyl ether, 77.0 g. of sodium 4-(hexadecylamino)benzoate and 250 ml. of hexamethylphosphoramide is stirred at 20° C. for 24 hours. After slow addition of water to the crystallization point and standing for 3 hours, the acetal ester is collected on a filter. Starting materials: N[C@@H]1[C@@H](N([C@@H]([C@@H]1C(=O)OC)C)C(=O)OCC1=CC=CC=C1)C1=CC=CC=C1 ((2S*,3S*,4R*,5R*)-3-amino-1-benzyloxycarbonyl-4-methoxycarbonyl-5-methyl-2-phenylpyrrolidine), C(C)(C)C=1C=CC(=C(C=O)C1)OC (5-isopropyl-2-methoxybenzaldehyde), [BH-](OC(=O)C)(OC(=O)C)OC(=O)C.[Na+] (NaBH(OAc)3), [OH-].[Na+] (NaOH), [BH-](OC(=O)C)(OC(=O)C)OC(=O)C.[Na+] (NaBH(OAc)3). Run in C(Cl)Cl (CH2Cl2), C(Cl)Cl (CH2Cl2). Yields the product C(C1=CC=CC=C1)OC(=O)N1[C@H]([C@H]([C@H]([C@H]1C)C(=O)OC)NCC1=C(C=CC(=C1)C(C)C)OC)C1=CC=CC=C1 ((2S*,3S*,4R*,5R*)-1-Benzyloxycarbonyl-3-[N-(5-isopropyl-2-methoxybenzyl)amino]-4-methoxycarbonyl-5-methyl-2-phenylpyrrolidine). Isolated yield 126.4%. As a reaction SMILES: [NH2:1][C@H:2]1[C@@H:6]([C:7]([O:9][CH3:10])=[O:8])[C@@H:5]([CH3:11])[N:4]([C:12]([O:14][CH2:15][C:16]2[CH:21]=[CH:20][CH:19]=[CH:18][CH:17]=2)=[O:13])[C@H:3]1[C:22]1[CH:27]=[CH:26][CH:25]=[CH:24][CH:23]=1.[CH:28]([C:31]1[CH:32]=[CH:33][C:34]([O:39][CH3:40])=[C:35]([CH:38]=1)[CH:36]=O)([CH3:30])[CH3:29].[BH-](OC(C)=O)(OC(C)=O)OC(C)=O.[Na+].[OH-].[Na+]>C(Cl)Cl>[CH2:15]([O:14][C:12]([N:4]1[C@H:5]([CH3:11])[C@H:6]([C:7]([O:9][CH3:10])=[O:8])[C@H:2]([NH:1][CH2:36][C:35]2[CH:38]=[C:31]([CH:28]([CH3:30])[CH3:29])[CH:32]=[CH:33][C:34]=2[O:39][CH3:40])[C@@H:3]1[C:22]1[CH:27]=[CH:26][CH:25]=[CH:24][CH:23]=1)=[O:13])[C:16]1[CH:17]=[CH:18][CH:19]=[CH:20][CH:21]=1 |f:2.3,4.5|. Procedure details: To a stirred solution of (2S*,3S*,4R*,5R*)-3-amino-1-benzyloxycarbonyl-4-methoxycarbonyl-5-methyl-2-phenylpyrrolidine (0.93 g, 2.52 mmol) in dry CH2Cl2 (20 ml) was added a solution of 5-isopropyl-2-methoxybenzaldehyde (0.56 g, 3.15 mmol) in dry CH2Cl2 (5 ml) at room temperature. To this was added NaBH(OAc)3 (0.80 g, 3.78 mmol) portionwise at room temperature. The added NaBH(OAc)3 dissolved gradually with stirring at room temperature. After stirring for 1.5 hours at room temperature, the reaction...